Dataset: the Open Reaction Database (ORD), a public repository of structured organic reaction records. Task: describe an organic reaction: reactants, conditions, products, and yield Reactants: S(=O)(Cl)Cl (Thionyl chloride), FC(CSCC(=O)O)(F)F (trifluoroethylmercaptoacetic acid). Yields the product FC(CSCC(=O)Cl)(F)F (Trifluoroethylmercaptoacetic acid chloride). Reaction SMILES: S(Cl)([Cl:3])=O.[F:5][C:6]([F:14])([F:13])[CH2:7][S:8][CH2:9][C:10](O)=[O:11]>>[F:5][C:6]([F:14])([F:13])[CH2:7][S:8][CH2:9][C:10]([Cl:3])=[O:11]. Procedure details: Thionyl chloride (21.9 g, 184 mmol) and trifluoroethylmercaptoacetic acid (15.9 g, 91 mmol) were stirred together overnight. The excess reagent was removed in vacuo and the product was distilled; bp 62°-68°/20 mm.